This data is from the Open Reaction Database (ORD), a public repository of structured organic reaction records. The task is: describe an organic reaction: reactants, conditions, products, and yield Reactants: CCOc1ccc2c(c1)n(C1CCCCC1)c(=O)n2S(=O)(=O)c1ccc(C(=O)O)cc1OC, CCN(C(C)C)C(C)C, ClCCl, Cl, NC12CC3CC(CC(C3)C1)C2. The product is CCOc1ccc2c(c1)n(C1CCCCC1)c(=O)n2S(=O)(=O)c1ccc(C(=O)NC23CC4CC(CC(C4)C2)C3)cc1OC. Reaction SMILES: [CH2:1]([CH3:2])[O:3][c:4]1[cH:5][c:6]2[c:7]([n:8]([S:18](=[O:19])(=[O:20])[c:21]3[c:22]([O:30][CH3:31])[cH:23][c:24]([C:27](=[O:28])[OH:29])[cH:25][cH:26]3)[c:9](=[O:17])[n:10]2[CH:11]2[CH2:12][CH2:13][CH2:14][CH2:15][CH2:16]2)[cH:32][cH:33]1.[CH:46]([N:47]([CH2:48][CH3:49])[CH:50]([CH3:51])[CH3:52])([CH3:53])[CH3:54].[Cl:55][CH2:56][Cl:57].[ClH:34].[NH2:35][C:36]12[CH2:37][CH:38]3[CH2:39][CH:40]([CH2:41][CH:42]([CH2:43]1)[CH2:44]3)[CH2:45]2>>[CH2:1]([CH3:2])[O:3][c:4]1[cH:5][c:6]2[c:7]([n:8]([S:18](=[O:19])(=[O:20])[c:21]3[c:22]([O:30][CH3:31])[cH:23][c:24]([C:27](=[O:29])[NH:35][C:36]45[CH2:37][CH:38]6[CH2:39][CH:40]([CH2:41][CH:42]([CH2:43]4)[CH2:44]6)[CH2:45]5)[cH:25][cH:26]3)[c:9](=[O:17])[n:10]2[CH:11]2[CH2:12][CH2:13][CH2:14][CH2:15][CH2:16]2)[cH:32][cH:33]1.